This data is from the Open Reaction Database (ORD), a public repository of structured organic reaction records. The task is: describe an organic reaction: reactants, conditions, products, and yield Product: FC(C(=O)[O-])(F)F.C(C=C)[N+](CCCC1=CC=C(C=C1)OC)(CCCC1=CC=C(C=C1)OC)CCNC(=O)C1=NC(=C(N=C1N)N)Cl (Allyl-{2-[(3,5-diamino-6-chloro-pyrazine-2-carbonyl)-amino]-ethyl}-bis-[3-(4-methoxy-phenyl)-propyl]-ammonium trifluoroacetate). Procedure details: To a solution of 3,5-diamino-6-chloro-pyrazine-2-carboxylic acid (2-{bis-[3-(4-methoxy-phenyl)-propyl]-amino}-ethyl)-amide trifluoroacetate (Intermediate D) (0.20 g, 0.31 mmol) in acetone (5 mL) is added sodium carbonate (99 mg, 0.94 mmol) followed by allyl bromide (0.082 mL, 0.94 mmol). The reaction mixture is heated at reflux for 72 h, cooled to RT then filtered to remove inorganic salts. The filtrate is concentrated and purification by reverse phase column chromatography (Isolute™ C18, 0-100%... Starting materials: C(C=C)Br (allyl bromide), FC(C(=O)O)(F)F.COC1=CC=C(C=C1)CCCN(CCNC(=O)C1=NC(=C(N=C1N)N)Cl)CCCC1=CC=C(C=C1)OC (3,5-diamino-6-chloro-pyrazine-2-carboxylic acid (2-{bis-[3-(4-methoxy-phenyl)-propyl]-amino}-ethyl)-amide trifluoroacetate), FC(C(=O)O)(F)F.COC1=CC=C(C=C1)CCCN(CCNC(=O)C1=NC(=C(N=C1N)N)Cl)CCCC1=CC=C(C=C1)OC (3,5-diamino-6-chloro-pyrazine-2-carboxylic acid (2-{bis-[3-(4-methoxy-phenyl)-propyl]-amino}-ethyl)-amide trifluoroacetate), C([O-])([O-])=O.[Na+].[Na+] (sodium carbonate). The solvent is CC(=O)C (acetone). RXN SMILES: [F:1][C:2]([F:7])([F:6])[C:3]([OH:5])=[O:4].[CH3:8][O:9][C:10]1[CH:15]=[CH:14][C:13]([CH2:16][CH2:17][CH2:18][N:19]([CH2:34][CH2:35][CH2:36][C:37]2[CH:42]=[CH:41][C:40]([O:43][CH3:44])=[CH:39][CH:38]=2)[CH2:20][CH2:21][NH:22][C:23]([C:25]2[C:30]([NH2:31])=[N:29][C:28]([NH2:32])=[C:27]([Cl:33])[N:26]=2)=[O:24])=[CH:12][CH:11]=1.C(=O)([O-])[O-].[Na+].[Na+].[CH2:51](Br)[CH:52]=[CH2:53]>CC(C)=O>[F:1][C:2]([F:7])([F:6])[C:3]([O-:5])=[O:4].[CH2:53]([N+:19]([CH2:20][CH2:21][NH:22][C:23]([C:25]1[C:30]([NH2:31])=[N:29][C:28]([NH2:32])=[C:27]([Cl:33])[N:26]=1)=[O:24])([CH2:34][CH2:35][CH2:36][C:37]1[CH:42]=[CH:41][C:40]([O:43][CH3:44])=[CH:39][CH:38]=1)[CH2:18][CH2:17][CH2:16][C:13]1[CH:14]=[CH:15][C:10]([O:9][CH3:8])=[CH:11][CH:12]=1)[CH:52]=[CH2:51] |f:0.1,2.3.4,7.8|. The reactants are CC=1N=CNC1CSCCN (4-methyl-5-[(2-aminoethyl)thiomethyl]-imidazole), dimethyl-N-cyanoimidodithiocarbonate, CN (methylamine). Solvent: C(C)O (ethanol). Run at time 4 hour. The product is C(#N)NC(=NCCSCC1=C(N=CN1)C)NC (N-cyano-N'-methyl-N"-[2-((4-methyl-5-imidazolyl)methylthio)ethyl]guanidine). As a reaction SMILES: [CH3:1][C:2]1[N:3]=[CH:4][NH:5][C:6]=1[CH2:7][S:8][CH2:9][CH2:10][NH2:11].[CH3:12][NH2:13]>C(O)C>[C:12]([NH:5][C:4]([NH:3][CH3:2])=[N:11][CH2:10][CH2:9][S:8][CH2:7][C:6]1[NH:5][CH:4]=[N:3][C:2]=1[CH3:1])#[N:13]. Procedure: A solution of 4-methyl-5-[(2-aminoethyl)thiomethyl]-imidazole (1.93 g.) and dimethyl-N-cyanoimidodithiocarbonate (1.65 g.) in ethanol (33 ml.) was set aside overnight at room temperature. Ethanolic methylamine (33%, 22 ml.) was added and the solution was then set aside for 4 hours. Concentration and recrystallisation from isopropyl alcohol-ether yielded N-cyano-N'-methyl-N"-[2-((4-methyl-5-imidazolyl)methylthio)ethyl]guanidine (2.0 g.), m.p. 139°-140°. (Found: C, 47.5; H, 6.5; N, 33.3; S, 12.7. ... Procedure: In 40 ml of ethanol were dissolved 10 g of 3-chlorohydroxybenzoic acid and 8 g of octyl bromide, and 40 ml a 2N aqueous solution of potassium hydroxide was added to the solution and the mixture was refluxed for 6 hours. The solution was made acidic and the precipitated crystal was recovered and recrystallized from an ethanol/water mixed solvent to obtain 9.5 g of 3-chloro-4-octyloxybenzoic acid. The reactants are ClC=1C(=C(C(=O)O)C=CC1)O (3-chlorohydroxybenzoic acid), C(CCCCCCC)Br (octyl bromide), aqueous solution, [OH-].[K+] (potassium hydroxide). Yields the product ClC=1C=C(C(=O)O)C=CC1OCCCCCCCC (3-chloro-4-octyloxybenzoic acid). Reaction SMILES: [Cl:1][C:2]1[C:3](O)=[C:4]([CH:8]=[CH:9][CH:10]=1)[C:5]([OH:7])=[O:6].[CH2:12](Br)[CH2:13][CH2:14][CH2:15][CH2:16][CH2:17][CH2:18][CH3:19].[OH-:21].[K+]>C(O)C>[Cl:1][C:2]1[CH:3]=[C:4]([CH:8]=[CH:9][C:10]=1[O:21][CH2:12][CH2:13][CH2:14][CH2:15][CH2:16][CH2:17][CH2:18][CH3:19])[C:5]([OH:7])=[O:6] |f:2.3|. The solvent is C(C)O (ethanol).